Dataset: the Open Reaction Database (ORD), a public repository of structured organic reaction records. Task: describe an organic reaction: reactants, conditions, products, and yield The product is CC(=O)N(C)Cc1ccc(Cl)c(CO)c1. The reactants are CC(=O)N(C)Cc1ccc(Cl)c(CO[Si](C)(C)C(C)(C)C)c1, C1CCOC1, CCCC[N+](CCCC)(CCCC)CCCC, [F-]. Reaction SMILES: [C:1]([Si:2]([CH3:3])([CH3:4])[O:6][CH2:7][c:8]1[cH:9][c:10]([CH2:11][N:12]([C:13]([CH3:14])=[O:15])[CH3:16])[cH:17][cH:18][c:19]1[Cl:20])([CH3:5])([CH3:21])[CH3:22].[CH2:41]1[O:42][CH2:43][CH2:44][CH2:45]1.[CH3:24][CH2:25][CH2:26][CH2:27][N+:28]([CH2:29][CH2:30][CH2:31][CH3:32])([CH2:33][CH2:34][CH2:35][CH3:36])[CH2:37][CH2:38][CH2:39][CH3:40].[F-:23]>>[OH:6][CH2:7][c:8]1[cH:9][c:10]([CH2:11][N:12]([C:13]([CH3:14])=[O:15])[CH3:16])[cH:17][cH:18][c:19]1[Cl:20].